Dataset: the Open Reaction Database (ORD), a public repository of structured organic reaction records. Task: describe an organic reaction: reactants, conditions, products, and yield Starting materials: N1=C2C(=NS1)C(=CC=C2)C(=O)C=2N=CN(C2)C(C2=CC=CC=C2)(C2=CC=CC=C2)C2=CC=CC=C2 (benzo[1,2,5]thiadiazol-4-yl-(1-trityl-1H-imidazol-4-yl)-methanone), C(C)[SiH](CC)CC (triethylsilane), FC(C(=O)O)(F)F (trifluoroacetic acid). Solvent: C(Cl)Cl (methylene chloride). Yields the product N1C=NC(=C1)CC1=CC=CC=2C1=NSN2 (4-(1H-imidazol-4-ylmethyl)-benzo[1,2,5]thiadiazole). RXN SMILES: [N:1]1[S:5][N:4]=[C:3]2[C:6]([C:10]([C:12]3[N:13]=[CH:14][N:15](C(C4C=CC=CC=4)(C4C=CC=CC=4)C4C=CC=CC=4)[CH:16]=3)=O)=[CH:7][CH:8]=[CH:9][C:2]=12.C([SiH](CC)CC)C.FC(F)(F)C(O)=O>C(Cl)Cl>[NH:15]1[CH:16]=[C:12]([CH2:10][C:6]2[C:3]3=[N:4][S:5][N:1]=[C:2]3[CH:9]=[CH:8][CH:7]=2)[N:13]=[CH:14]1. Procedure details: A solution of benzo[1,2,5]thiadiazol-4-yl-(1-trityl-1H-imidazol-4-yl)-methanone (Intermediate L3) (500 mg, 1.12 mmol) in methylene chloride (2 mL) was treated with triethylsilane (8 mL), and trifluoroacetic acid (8 mL) at rt for 48 h. This mixture was evaporated under vacuum and quenched with a ˜7M NH3-MeOH solution. The solvent was exchanged with CH2Cl2. The solution was concentrated onto silica gel and purified by chromatography, eluting with 3% NH3-MeOH:CH2Cl2 to give 4-(1H-imidazol-4-ylmethy... Reactants: CO, Cl, CC(C)(C)OC(=O)N1CCCC(c2cc(-c3ccc4cn(Cc5ccccc5)nc4c3)c3c(N)ncnn23)CC1, C1COCCO1. Product: Cl, Nc1ncnn2c(C3CCCNCC3)cc(-c3ccc4cn(Cc5ccccc5)nc4c3)c12. As a reaction SMILES: [CH3:42][OH:43].[ClH:41].[NH2:1][c:2]1[n:3][cH:4][n:5][n:6]2[c:7]1[c:8](-[c:25]1[cH:26][cH:27][c:28]3[cH:29][n:30]([CH2:34][c:35]4[cH:36][cH:37][cH:38][cH:39][cH:40]4)[n:31][c:32]3[cH:33]1)[cH:9][c:10]2[CH:11]1[CH2:12][CH2:13][N:14]([C:18]([O:19][C:20]([CH3:21])([CH3:22])[CH3:23])=[O:24])[CH2:15][CH2:16][CH2:17]1.[O:44]1[CH2:45][CH2:46][O:47][CH2:48][CH2:49]1>>[ClH:41].[NH2:1][c:2]1[n:3][cH:4][n:5][n:6]2[c:7]1[c:8](-[c:25]1[cH:26][cH:27][c:28]3[cH:29][n:30]([CH2:34][c:35]4[cH:36][cH:37][cH:38][cH:39][cH:40]4)[n:31][c:32]3[cH:33]1)[cH:9][c:10]2[CH:11]1[CH2:12][CH2:13][NH:14][CH2:15][CH2:16][CH2:17]1.